From a dataset of the Open Reaction Database (ORD), a public repository of structured organic reaction records. describe an organic reaction: reactants, conditions, products, and yield Product: OCCOCCCC1CCCCC1. Starting materials: BrCCCC1CCCCC1, [Na], O, OCCO, Cc1ccccc1C. Reaction SMILES: [CH:2]1([CH2:8][CH2:9][CH2:10][Br:11])[CH2:3][CH2:4][CH2:5][CH2:6][CH2:7]1.[Na:1].[OH2:12].[OH:13][CH2:14][CH2:15][OH:16].[c:17]1([CH3:18])[c:19]([CH3:20])[cH:21][cH:22][cH:23][cH:24]1>>[CH:2]1([CH2:8][CH2:9][CH2:10][O:13][CH2:14][CH2:15][OH:16])[CH2:3][CH2:4][CH2:5][CH2:6][CH2:7]1. Reactants: Nc1cccc(Br)c1, CCOC(=O)C1CCCNC1=O, Cl, [K+], O=N[O-], O=NO, NC(N)=O, [Na+], [Na+], [Na+], O=C([O-])[O-], [OH-], O. Yields the product O=C1NCCCC1=NNc1cccc(Br)c1. RXN SMILES: [Br:15][c:16]1[cH:17][c:18]([NH2:19])[cH:20][cH:21][cH:22]1.[C:1]([O:2][CH2:3][CH3:4])(=[O:5])[CH:6]1[C:7](=[O:12])[NH:8][CH2:9][CH2:10][CH2:11]1.[ClH:23].[K+:14].[N:24]([O-:25])=[O:26].[N:32]([OH:33])=[O:34].[NH2:28][C:29](=[O:30])[NH2:31].[Na+:27].[Na+:35].[Na+:36].[O-:37][C:38](=[O:39])[O-:40].[OH-:13].[OH2:41]>>[C:6]1(=[N:24][NH:19][c:18]2[cH:17][c:16]([Br:15])[cH:22][cH:21][cH:20]2)[C:7](=[O:12])[NH:8][CH2:9][CH2:10][CH2:11]1. Reported procedure: A mixture of fine zinc powder (60 g), ethanol (250 ml), ammonium chloride (2 g) and water (20 ml) is heated to the reflux temperature and the paranitrobenzylidenecamphor (20 g, 0.07 mol) is added in portions with stirring. The mixture is allowed to reflux for half an hour, the zinc is filtered and the mixture is rinsed with alcohol. The filtrate is poured in ice (500 g). The precipitate obtained is filtered, washed with water and dried under vacuum. A quantitative yield of para-aminobenzylidenec... Reactants: C(C)O (ethanol), [Cl-].[NH4+] (ammonium chloride), [N+](=O)([O-])C1=CC=C(C=C2C(C3(CCC2C3(C)C)C)=O)C=C1 (paranitrobenzylidenecamphor). Reagents/catalysts: [Zn] (zinc). The yield is 99.0%. The product is NC1=CC=C(C=C2C(C3(CCC2C3(C)C)C)=O)C=C1 (para-aminobenzylidenecamphor). Solvent: O (water). Reaction SMILES: C(O)C.[Cl-].[NH4+].[N+:6]([C:9]1[CH:26]=[CH:25][C:12]([CH:13]=[C:14]2[CH:19]3[C:20]([CH3:22])([CH3:21])[C:16]([CH3:23])([CH2:17][CH2:18]3)[C:15]2=[O:24])=[CH:11][CH:10]=1)([O-])=O>[Zn].O>[NH2:6][C:9]1[CH:10]=[CH:11][C:12]([CH:13]=[C:14]2[CH:19]3[C:20]([CH3:22])([CH3:21])[C:16]([CH3:23])([CH2:17][CH2:18]3)[C:15]2=[O:24])=[CH:25][CH:26]=1 |f:1.2|. Starting materials: CCOc2ccc1ccccc1c2 (substrate), C[Mg]Br (effective_coupling_partner). Reagents/catalysts: PCy3. Run at temperature 80 celsius, time 20 minute. The product is Cc2ccc1ccccc1c2. Starting materials: C(N)(=O)N1C[C@H]([C@H](CC1)NC(OCC1=CC=CC=C1)=O)OC (cis(±)-benzyl (1-carbamoyl-3-methoxypiperidin-4-yl)carbamate), BrC(C(C(=O)OCCCC)=O)C (Butyl 3-bromo-2-oxobutanoate), C([O-])(O)=O.[Na+] (sodium bicarbonate). Solvent: C1CCOC1 (THF). The product is C(C1=CC=CC=C1)OC(=O)N[C@@H]1[C@@H](CN(CC1)C=1OC(=C(N1)C(=O)OCC)C)OC (Ethyl cis(±)-2-(4-{[(benzyloxy)carbonyl]amino}-3-methoxypiperidin-1-yl)-5-methyl-1,3-oxazole-4-carboxylate). The yield is 78.2%. RXN SMILES: [C:1]([N:4]1[CH2:9][CH2:8][C@H:7]([NH:10][C:11](=[O:20])[O:12][CH2:13][C:14]2[CH:19]=[CH:18][CH:17]=[CH:16][CH:15]=2)[C@H:6]([O:21][CH3:22])[CH2:5]1)(=[O:3])[NH2:2].Br[CH:24]([CH3:34])[C:25](=O)[C:26]([O:28][CH2:29][CH2:30]CC)=[O:27].C(=O)(O)[O-].[Na+]>C1COCC1>[CH2:13]([O:12][C:11]([NH:10][C@H:7]1[CH2:8][CH2:9][N:4]([C:1]2[O:3][C:24]([CH3:34])=[C:25]([C:26]([O:28][CH2:29][CH3:30])=[O:27])[N:2]=2)[CH2:5][C@H:6]1[O:21][CH3:22])=[O:20])[C:14]1[CH:15]=[CH:16][CH:17]=[CH:18][CH:19]=1 |f:2.3|. Reported procedure: The same operation as in Example (103c) was performed using cis(±)-benzyl (1-carbamoyl-3-methoxypiperidin-4-yl)carbamate obtained in Example (103b) (1.97 g, 6.4 mmol), butyl 3-bromo-2-oxobutanoate obtained in Example (106a) (10 g, 42.3 mmol), sodium bicarbonate (1.26 g, 15 mmol) and THF (40 mL). The resulting residue was purified by silica gel column chromatography (elution solvent: ethyl acetate/hexane=1/10, 1/2, 1/1, 2/1, 4/1) to obtain 2.09 g of the title compound as a yellow oily substance (... The reactants are C(C1=CC=CC=C1)OC1=NC(=CC2=CC=C(C=C12)C1=CC(=CC=C1)OC)Cl (1-(benzyloxy)-3-chloro-7-(3-methoxyphenyl)isoquinoline), N1=CC(=CC=C1)B(O)O (pyridin-3-ylboronic acid), C(=O)([O-])[O-].[K+].[K+] (K2CO3). Reagents/catalysts: Cl[Pd]([P](C1=CC=CC=C1)(C2=CC=CC=C2)C3=CC=CC=C3)([P](C4=CC=CC=C4)(C5=CC=CC=C5)C6=CC=CC=C6)Cl (Pd(PPh3)2Cl2). The solvent is O1CCOCC1 (dioxane), O (H2O). Yields the product C(C1=CC=CC=C1)OC1=NC(=CC2=CC=C(C=C12)C1=CC(=CC=C1)OC)C=1C=NC=CC1 (1-(Benzyloxy)-7-(3-methoxyphenyl)-3-(pyridin-3-yl)isoquinoline). Reaction SMILES: [CH2:1]([O:8][C:9]1[C:18]2[C:13](=[CH:14][CH:15]=[C:16]([C:19]3[CH:24]=[CH:23][CH:22]=[C:21]([O:25][CH3:26])[CH:20]=3)[CH:17]=2)[CH:12]=[C:11](Cl)[N:10]=1)[C:2]1[CH:7]=[CH:6][CH:5]=[CH:4][CH:3]=1.[N:28]1[CH:33]=[CH:32][CH:31]=[C:30](B(O)O)[CH:29]=1.C([O-])([O-])=O.[K+].[K+]>O1CCOCC1.O.Cl[Pd](Cl)([P](C1C=CC=CC=1)(C1C=CC=CC=1)C1C=CC=CC=1)[P](C1C=CC=CC=1)(C1C=CC=CC=1)C1C=CC=CC=1>[CH2:1]([O:8][C:9]1[C:18]2[C:13](=[CH:14][CH:15]=[C:16]([C:19]3[CH:24]=[CH:23][CH:22]=[C:21]([O:25][CH3:26])[CH:20]=3)[CH:17]=2)[CH:12]=[C:11]([C:30]2[CH:29]=[N:28][CH:33]=[CH:32][CH:31]=2)[N:10]=1)[C:2]1[CH:7]=[CH:6][CH:5]=[CH:4][CH:3]=1 |f:2.3.4,^1:52,71|. Procedure details: To a mixture of 1-(benzyloxy)-3-chloro-7-(3-methoxyphenyl)isoquinoline (150 mg, 0.40 mmol, 1.0 eq), pyridin-3-ylboronic acid (74 mg, 0.60 mmol, 1.5 eq), K2CO3 (166 mg, 1.20 mmol, 3.0 eq) in dioxane (2 ml) and H2O (1 mL) was added Pd(PPh3)2Cl2 (14 mg, 0.02 mmol, 0.05 eq) under N2 atmosphere. The sealed tube was irradiated in the CEM microwave at 130° C. for 1 h. After the reaction was completed, the volatiles were removed in vacuo and the residue was purified with chromatography on silica gel (he... Reactants: C(=O)C1=CC=C(C=C1)C1=CC(=CC=C1)C(=O)OCC (ethyl 4′-formylbiphenyl-3-carboxylate), S1C(NC(C1)=O)=O (2,4-thiazolidine dione). The product is O=C1SC(C(N1)=O)=CC1=CC=C(C=C1)C1=CC(=CC=C1)C(=O)OCC (Ethyl 4′-(2,4-dioxothiazolidin-5-ylidenemethyl)biphenyl-3-carboxylate). Isolated yield 80.0%. Reaction SMILES: [CH:1]([C:3]1[CH:8]=[CH:7][C:6]([C:9]2[CH:14]=[CH:13][CH:12]=[C:11]([C:15]([O:17][CH2:18][CH3:19])=[O:16])[CH:10]=2)=[CH:5][CH:4]=1)=O.[S:20]1[CH2:24][C:23](=[O:25])[NH:22][C:21]1=[O:26]>>[O:26]=[C:21]1[NH:22][C:23](=[O:25])[C:24](=[CH:1][C:3]2[CH:8]=[CH:7][C:6]([C:9]3[CH:14]=[CH:13][CH:12]=[C:11]([C:15]([O:17][CH2:18][CH3:19])=[O:16])[CH:10]=3)=[CH:5][CH:4]=2)[S:20]1. Procedure: In a manner similar to that of Example 1(f), by reacting 11.7 g (46 mmol) of ethyl 4′-formylbiphenyl-3-carboxylate with 5.4 g (46 mmol) of 2,4-thiazolidine dione, 13 g (83%) of the expected product are obtained. Reactants: CCOP(=O)(CC#N)OCC, CCOC(C)=O, [H-], [Na+], C1CCOC1, O=Cc1cccc2cc[nH]c12. Product: N#CCCc1cccc2cc[nH]c12. RXN SMILES: [C:3](#[N:4])[CH2:5][P:6](=[O:7])([O:8][CH2:9][CH3:10])[O:11][CH2:12][CH3:13].[CH3:30][CH2:31][O:32][C:33](=[O:34])[CH3:35].[H-:1].[Na+:2].[O:25]1[CH2:26][CH2:27][CH2:28][CH2:29]1.[nH:14]1[cH:15][cH:16][c:17]2[cH:18][cH:19][cH:20][c:21]([CH:23]=[O:24])[c:22]12>>[C:3](#[N:4])[CH2:5][CH2:23][c:21]1[cH:20][cH:19][cH:18][c:17]2[cH:16][cH:15][nH:14][c:22]21. Starting materials: C1(=CC=CC=C1)COC1=CC=C(C=C1)C(CC1=CC=CC=C1)N (1-[4-(phenylmethoxy)phenyl]-2-phenylethylamine), Cl (hydrochloric acid), [H][H] (hydrogen). The reagents and catalysts are [Pd] (palladium on carbon). Solvent: CO (methanol). Product: Cl.OC1=CC=C(C=C1)C(CC1=CC=CC=C1)N (1-(4-hydroxyphenyl)-2-phenylethylamine hydrochloride). As a reaction SMILES: C1(C[O:8][C:9]2[CH:14]=[CH:13][C:12]([CH:15]([NH2:23])[CH2:16][C:17]3[CH:22]=[CH:21][CH:20]=[CH:19][CH:18]=3)=[CH:11][CH:10]=2)C=CC=CC=1.[H][H].[ClH:26]>CO.[Pd]>[ClH:26].[OH:8][C:9]1[CH:10]=[CH:11][C:12]([CH:15]([NH2:23])[CH2:16][C:17]2[CH:18]=[CH:19][CH:20]=[CH:21][CH:22]=2)=[CH:13][CH:14]=1 |f:5.6|. Procedure: To a solution of 1-[4-(phenylmethoxy)phenyl]-2-phenylethylamine (4.5 g, 0.013 mol) in methanol (200 mL) and 1N hydrochloric acid (50 mL) was added 5% palladium on carbon (0.8 g). The mixture was shaken on a Parr apparatus under a pressure of 35-40 psi of hydrogen for 3 h. The catalyst was removed by filtration, and the filtrate concentrated under vacuum to give a white solid. This solid was recrystallized from 2-propanol (75 mL) and ether (50 mL) and vacuum dried at 80° C. for 48 h to give 2.31 ...